Dataset: the Open Reaction Database (ORD), a public repository of structured organic reaction records. Task: describe an organic reaction: reactants, conditions, products, and yield The reactants are C(C)(C)(C)OC(NC1=C(C(=CC=C1F)OCC)F)=O ((3-ethoxy-2,6-difluoro-phenyl)-carbamic acid tert-butyl ester), FC(C(=O)O)(F)F (trifluoroacetic acid). Solvent: ClCCl (dichloromethane). Conditions: time 1 hour. Product: C(C)OC=1C(=C(C(=CC1)F)N)F (3-Ethoxy-2,6-difluoro-phenylamine). Yield: 71.5%. RXN SMILES: C(OC(=O)[NH:7][C:8]1[C:13]([F:14])=[CH:12][CH:11]=[C:10]([O:15][CH2:16][CH3:17])[C:9]=1[F:18])(C)(C)C.FC(F)(F)C(O)=O>ClCCl>[CH2:16]([O:15][C:10]1[C:9]([F:18])=[C:8]([NH2:7])[C:13]([F:14])=[CH:12][CH:11]=1)[CH3:17]. Reported procedure: A solution of (3-ethoxy-2,6-difluoro-phenyl)-carbamic acid tert-butyl ester (135 g, 0.525 mol) in a mixture of dichloromethane and 10 equivalents trifluoroacetic acid (598 g, 5.25 mol) was stirred at room temperature for 1 hour and concentrated in vacuo. The pH of the residue was adjusted to pH 8 with a saturated aqueous solution of sodium bicarbonate. The organic layer was separated and the aqueous layer is extracted with ethyl acetate (3×250 mL). The organic extracts were combined, washed with... Reactants: ClC=1N=C(C2=C(N1)C(=NC=N2)SCC2=C(C=CC=C2)Cl)N2CCS(CC2)=O (2-chloro-8-(2-chlorobenzyl-thio)-4-(1-oxido-thiomorpholino)-pyrimido-[5,4-d]-pyrimidine), N1CCNCC1 (piperazine). Yields the product ClC1=C(CSC2=NC=NC3=C2N=C(N=C3N3CCS(CC3)=O)N3CCNCC3)C=CC=C1 (8-(2-Chlorobenzyl-thio)-4-(1-oxido-thiomorpholino)-2-piperazino-pyrimido-[5,4-d]-pyrimidine). Reaction SMILES: Cl[C:2]1[N:3]=[C:4]([N:21]2[CH2:26][CH2:25][S:24](=[O:27])[CH2:23][CH2:22]2)[C:5]2[N:11]=[CH:10][N:9]=[C:8]([S:12][CH2:13][C:14]3[CH:19]=[CH:18][CH:17]=[CH:16][C:15]=3[Cl:20])[C:6]=2[N:7]=1.[NH:28]1[CH2:33][CH2:32][NH:31][CH2:30][CH2:29]1>>[Cl:20][C:15]1[CH:16]=[CH:17][CH:18]=[CH:19][C:14]=1[CH2:13][S:12][C:8]1[C:6]2[N:7]=[C:2]([N:28]3[CH2:33][CH2:32][NH:31][CH2:30][CH2:29]3)[N:3]=[C:4]([N:21]3[CH2:26][CH2:25][S:24](=[O:27])[CH2:23][CH2:22]3)[C:5]=2[N:11]=[CH:10][N:9]=1. Reported procedure: This compound was prepared analogous to Example 1 from 2-chloro-8-(2-chlorobenzyl-thio)-4-(1-oxido-thiomorpholino)-pyrimido-[5,4-d]-pyrimidine (m.p.: 203°-206° C.) and piperazine. Reactants: Cc1cc(F)ccc1Br, C1CCOC1, CCOC(=O)Cl, I, [Mg]. Product: CCOC(=O)c1ccc(F)cc1C. As a reaction SMILES: [Br:3][c:4]1[c:5]([CH3:11])[cH:6][c:7]([F:10])[cH:8][cH:9]1.[CH2:18]1[O:19][CH2:20][CH2:21][CH2:22]1.[Cl:12][C:13](=[O:14])[O:15][CH2:16][CH3:17].[I:2].[Mg:1]>>[c:4]1([C:13](=[O:14])[O:15][CH2:16][CH3:17])[c:5]([CH3:11])[cH:6][c:7]([F:10])[cH:8][cH:9]1. The reactants are [OH-].[Na+] (sodium hydroxide), COC1=CC=C(OC=2C=C(C=O)C=CC2)C=C1 (3-(4-methoxyphenoxy)benzaldehyde). Reagents/catalysts: [Ag]=O (silver oxide). Run in O (water). Yields the product COC1=CC=C(OC=2C=C(C(=O)O)C=CC2)C=C1 (3-(4-methoxyphenoxy)benzoic acid). Isolated yield 61.7%. Reaction SMILES: [OH-:1].[Na+].[CH3:3][O:4][C:5]1[CH:19]=[CH:18][C:8]([O:9][C:10]2[CH:11]=[C:12]([CH:15]=[CH:16][CH:17]=2)[CH:13]=[O:14])=[CH:7][CH:6]=1>O.[Ag]=O>[CH3:3][O:4][C:5]1[CH:19]=[CH:18][C:8]([O:9][C:10]2[CH:11]=[C:12]([CH:15]=[CH:16][CH:17]=2)[C:13]([OH:1])=[O:14])=[CH:7][CH:6]=1 |f:0.1|. Reported procedure: To a suspension of 10.6 g of silver oxide in 75 ml of water were added 7 g of sodium hydroxide. Ten grams of 3-(4-methoxyphenoxy)benzaldehyde were added in dropwise fashion and the reaction mixture was heated to 60°-70° C. for one hour. The mixture was filtered, the filtrate was acidified to pH 2 with hydrochloric acid, and the resulting precipitate was recovered by filtration. Crystallization from ethanol/water afforded 6.6 g of the desired subtitle intermediate, m.p. 141°-143° C.